From a dataset of the Open Reaction Database (ORD), a public repository of structured organic reaction records. describe an organic reaction: reactants, conditions, products, and yield The reactants are solution, Cl (HCl), FC=1C=C2CC(NC2=CC1)=O (5-fluoro-1,3-dihydro-indol-2-one), C[Si](C)(C)[N-][Si](C)(C)C.[Li+] (lithium bis(trimethylsilyl)amide), solution, O=C1OCC2=NC(=CC=C21)C(=O)O (5-oxo-5,7-dihydro-furo[3,4-b]pyridine-2-carboxylic acid). Solvent: C1CCOC1 (THF), C1CCOC1 (THF), CN(C=O)C (dimethylformamide). Run at time 15 minute. Product: FC=1C=C2C(C(NC2=CC1)=O)=C1OCC2=NC(=CC=C21)C(=O)O (5-(5-Fluoro-2-oxo-1,2-dihydro-indol-3-ylidene)-5,7-dihydro-furo[3,4-b]pyridine-2-carboxylic acid). The yield is 29.3%. As a reaction SMILES: [F:1][C:2]1[CH:3]=[C:4]2[C:8](=[CH:9][CH:10]=1)[NH:7][C:6](=[O:11])[CH2:5]2.C[Si]([N-][Si](C)(C)C)(C)C.[Li+].O=[C:23]1[C:31]2[C:26](=[N:27][C:28]([C:32]([OH:34])=[O:33])=[CH:29][CH:30]=2)[CH2:25][O:24]1.Cl>C1COCC1.CN(C)C=O>[F:1][C:2]1[CH:3]=[C:4]2[C:8](=[CH:9][CH:10]=1)[NH:7][C:6](=[O:11])[C:5]2=[C:23]1[C:31]2[C:26](=[N:27][C:28]([C:32]([OH:34])=[O:33])=[CH:29][CH:30]=2)[CH2:25][O:24]1 |f:1.2|. Reported procedure: A solution of 5-fluoro-1,3-dihydro-indol-2-one (177 mg, 1.17 mmol) in THF (2 mL) is treated with a solution of lithium bis(trimethylsilyl)amide (2.9 mL of a 1M solution in THF, 2.3 mmol) dropwise. The resulting solution is stirred at room temperature for 15 min. A solution 5-oxo-5,7-dihydro-furo[3,4-b]pyridine-2-carboxylic acid (105 mg, 0.59 mmol) in dimethylformamide (2 mL) is added dropwise to the reaction mixture. The resulting solution is stirred for 3 h and is then poured into a cold 10% aq... The reactants are NC1=C(C(=CC(=C1)N)N)C1=CC=C(C=C1)C (2′,4′,6′-triamino-4-methylbiphenyl), C(C)(=O)OC1[C@H](N)[C@@H](OC(C)=O)[C@H](OC(C)=O)[C@H](O1)COC(C)=O (1,3,4,6-tetra-O-acetyl-D-glucosamine), IC1=C(C(=CC(=C1CC)I)I)C1=CC(=C(C=C1)C(=O)Cl)[N+](=O)[O-] (2′,4′,6′-triiodo-3′-ethyl-3-nitrobiphenyl-4-carbonyl chloride). Yields the product [N+](=O)([O-])C1=C(C(=O)C2(OC(C)=O)[C@H](N)[C@@H](OC(C)=O)[C@H](OC(C)=O)[C@H](O2)COC(C)=O)C=CC(=C1)C1=C(C(=C(C=C1I)I)CC)I (2-nitro-4-(3′-ethyl-2′,4′,6′-triiodophenyl)-benzoyl-1,3,4,6-tetra-O-acetyl-D-glucosamine). RXN SMILES: NC1C=C(N)C=C(N)C=1C1C=CC(C)=CC=1.[C:17]([O:20][CH:21]1[O:35][C@H:34]([CH2:36][O:37][C:38](=[O:40])[CH3:39])[C@@H:29]([O:30][C:31](=[O:33])[CH3:32])[C@H:24]([O:25][C:26](=[O:28])[CH3:27])[C@H:22]1[NH2:23])(=[O:19])[CH3:18].[I:41][C:42]1[C:47]([CH2:48][CH3:49])=[C:46]([I:50])[CH:45]=[C:44]([I:51])[C:43]=1[C:52]1[CH:57]=[CH:56][C:55]([C:58](Cl)=[O:59])=[C:54]([N+:61]([O-:63])=[O:62])[CH:53]=1>>[N+:61]([C:54]1[CH:53]=[C:52]([C:43]2[C:44]([I:51])=[CH:45][C:46]([I:50])=[C:47]([CH2:48][CH3:49])[C:42]=2[I:41])[CH:57]=[CH:56][C:55]=1[C:58]([C:21]1([O:35][C@H:34]([CH2:36][O:37][C:38](=[O:40])[CH3:39])[C@@H:29]([O:30][C:31](=[O:33])[CH3:32])[C@H:24]([O:25][C:26](=[O:28])[CH3:27])[C@H:22]1[NH2:23])[O:20][C:17](=[O:19])[CH3:18])=[O:59])([O-:63])=[O:62]. Procedure details: Freidel-Crafts acylation is performed on 2′,4′,6′-triiodo-3-nitrobiphenyl-4-carboxylic acid (6) in the presence of AlCl3 and CH3COCl to yield 2′,4′,6′-triiodo-3′-acetyl-3-nitrobiphenyl-4-carboxylic acid (12). C 13 ⁢ H 6 ⁢ I 3 ⁢ N ⁢   ⁢ O 4 ⁢ → C ⁢   ⁢ H 3 ⁢   ⁢ C ⁢   ⁢ O ⁢   ⁢ Cl Al ⁢   ⁢ Cl 3 ⁢ C 15 ⁢ H 8 ⁢ I 3 ⁢ N ⁢   ⁢ O 5 2′,4′,6′-triiodo-3′-acetyl-3-nitrobiphenyl-4-carboxylic acid (12) is then reacted with a zinc mercury amalgam and hydrochloric acid and heated to yield 2′,4′,6′-triiodo-3′-... Reactants: N[C@@H]1C(N[C@H]1N=[N+]=[N-])=O ((3S,4S)-3-amino-4-azido-2-oxoazetidine), C1C(C)O1 (propylene oxide), O=C(OC(Cl)(Cl)Cl)Cl (diphosgene), ClCC(=O)NC=1SC=C(N1)C(C(=O)O)=NOC (2-(2-chloroacetamidothiazol-4-yl)-2-methoxyiminoacetic acid). The solvent is C(C)N(CC)CC (triethylamine), C(Cl)Cl (methylene chloride), CN(C)C=O (DMF), C(Cl)Cl (methylene chloride), C(C)N(CC)CC (triethylamine). Run at time 30 minute. Product: N(=[N+]=[N-])[C@H]1[C@@H](C(N1)=O)NC(C(=NOC)C=1N=C(SC1)NC(CCl)=O)=O ((3S,4S)-4-azido-3-[2-(2-chloroacetamidothiazol-4-yl)-2-methoxyiminoacetamido]-2-oxoazetidine). As a reaction SMILES: O=C(Cl)OC(Cl)(Cl)Cl.[Cl:9][CH2:10][C:11]([NH:13][C:14]1[S:15][CH:16]=[C:17]([C:19](=[N:23][O:24][CH3:25])[C:20]([OH:22])=O)[N:18]=1)=[O:12].[NH2:26][C@H:27]1[C@H:30]([N:31]=[N+:32]=[N-:33])[NH:29][C:28]1=[O:34].C1OC1C>C(Cl)Cl.C(N(CC)CC)C.CN(C=O)C>[N:31]([C@@H:30]1[NH:29][C:28](=[O:34])[C@H:27]1[NH:26][C:20](=[O:22])[C:19]([C:17]1[N:18]=[C:14]([NH:13][C:11](=[O:12])[CH2:10][Cl:9])[S:15][CH:16]=1)=[N:23][O:24][CH3:25])=[N+:32]=[N-:33]. Procedure details: To a solution of 0.127 g of DMF in 5 ml of methylene chloride is added 0.104 ml of diphosgene at -10° C. The mixture is stirred for 30 minutes at room temperature, followed by addition of a solution of 15 ml of methylene chloride containing 0.483 g of 2-(2-chloroacetamidothiazol-4-yl)-2-methoxyiminoacetic acid and 0.176 g of triethylamine at -70° C. The mixture is stirred for two hours at -25° C., then cooled to -70° C., followed by addition of 0.352 g of triethylamine, 0.40 g of tosyl salt of (... Starting materials: CI, CN(C)C=O, [Na+], [OH-], O, S=C1NC(c2ccccc2)C(c2ccccc2)N1. Product: CSC1=NC(c2ccccc2)C(c2ccccc2)N1. Reaction SMILES: [CH3:21][I:22].[CH3:23][N:24]([CH3:25])[CH:26]=[O:27].[Na+:20].[OH-:19].[OH2:28].[c:1]1([CH:7]2[NH:8][C:9](=[S:18])[NH:10][CH:11]2[c:12]2[cH:13][cH:14][cH:15][cH:16][cH:17]2)[cH:2][cH:3][cH:4][cH:5][cH:6]1>>[c:1]1([CH:7]2[NH:8][C:9]([S:18][CH3:21])=[N:10][CH:11]2[c:12]2[cH:13][cH:14][cH:15][cH:16][cH:17]2)[cH:2][cH:3][cH:4][cH:5][cH:6]1. Reactants: C(C1=CC=CC=C1)N1C[C@H]([C@@H](C1)C(F)(F)F)CO (trans-1-benzyl-3-hydroxymethyl-4-trifluoromethylpyrrolidine), Cl (hydrochloric acid). Reagents/catalysts: [C].[Pd] (palladium carbon). The solvent is C(C)O (ethanol). Product: Cl.OC[C@@H]1CNC[C@H]1C(F)(F)F (Trans-3-hydroxymethyl-4-trifluoromethylpyrrolidine hydrochloride). Isolated yield 99.7%. As a reaction SMILES: C([N:8]1[CH2:12][C@@H:11]([C:13]([F:16])([F:15])[F:14])[C@H:10]([CH2:17][OH:18])[CH2:9]1)C1C=CC=CC=1.[ClH:19]>C(O)C.[C].[Pd]>[ClH:19].[OH:18][CH2:17][C@H:10]1[C@H:11]([C:13]([F:16])([F:14])[F:15])[CH2:12][NH:8][CH2:9]1 |f:3.4,5.6|. Procedure: In 20 ml of ethanol, is dissolved 2.20 g (8.49 mmol) of trans-1-benzyl-3-hydroxymethyl-4-trifluoromethylpyrrolidine, and 1 ml of conc-hydrochloric acid is added to the solution. A hydrogenation is performed by adding 440 mg of 10% palladium carbon to the above solution at 40° C. and 1 atmospheric pressure. Four hours later, the catalyzer was removed by filtration, and the filtrate was concentrated under reduced pressure to give 1.74 g of the objective substance as a colorless powder (yield 99.7%...